Dataset: the Open Reaction Database (ORD), a public repository of structured organic reaction records. Task: describe an organic reaction: reactants, conditions, products, and yield Starting materials: S1C(NC(C1)=O)=O (2,4-thiazolidinedione), C(CCC)[Li] (n-butyllithium), BrC1=C(C2=CC=CC=C2C=C1)S(=O)(=O)C1C(NC(S1)=O)=O (5-[(Bromo-1-naphthalenyl)sulfonyl]-2,4-thiazolidinedione), BrC1=C2C=CC=C(C2=CC=C1)S(=O)(=O)Cl (5-bromo-1-naphthalene-sulfonyl chloride), S(O)(O)(=O)=O (sulfuric acid). The solvent is O1CCCC1 (tetrahydrofuran). Conditions: temperature -78 celsius, time 30 minute. Product: BrC1=C2C=CC=C(C2=CC=C1)S(=O)(=O)C1C(NC(S1)=O)=O (5-[(5-Bromo-1-naphthalenyl)sulfonyl]-2,4-thiazolidinedione). The yield is 42.0%. RXN SMILES: Br[C:2]1[CH:11]=[CH:10][C:9]2[C:4](=[CH:5][CH:6]=[CH:7][CH:8]=2)[C:3]=1[S:12]([CH:15]1[S:19][C:18](=[O:20])[NH:17][C:16]1=[O:21])(=[O:14])=[O:13].S1CC(=O)NC1=O.C([Li])CCC.[Br:34]C1C=CC=C2C=1C=CC=C2S(Cl)(=O)=O.S(=O)(=O)(O)O>O1CCCC1>[Br:34][C:8]1[CH:7]=[CH:6][CH:5]=[C:4]2[C:9]=1[CH:10]=[CH:11][CH:2]=[C:3]2[S:12]([CH:15]1[S:19][C:18](=[O:20])[NH:17][C:16]1=[O:21])(=[O:14])=[O:13]. Procedure details: 5-[(Bromo-1-naphthalenyl)sulfonyl]-2,4-thiazolidinedione. To a stirred solution of 2,4-thiazolidinedione (5.5 g, 47 mmol) in tetrahydrofuran (THF) (275 mL) at -78° C. under nitrogen was added n-butyllithium (62 mL, 99 mmol) portionwise over 15 minutes. The mixture was maintained at -78° C. for 15 minutes and then warmed to 0° C. for 30 minutes to complete the dianion formation. Upon recooling to -78° C., 5-bromo-1-naphthalene-sulfonyl chloride (16 g, 52 mmol) was added as a solid, all at once. A... Starting materials: CN1CCC(CC1)=C (1-methyl-4-methylene-piperidine), BrC=1C=C(C=C(C1)C(F)(F)F)NC(C)=O (N-(3-bromo-5-trifluoromethyl-phenyl)-acetamide), N1(CCCCC1)CCCC=1C=C(C=C(C1)C(F)(F)F)NC(C)=O (N-[3-(3-piperidin-1-yl-propyl)-5-trifluoromethyl-phenyl]-acetamide). Product: CN1CCC(CC1)C=1C=C(C=C(C1)C(F)(F)F)NC(C)=O (N-[3-(1-Methylpiperidin-4-yl)-5-trifluoromethyl-phenyl]-acetamide). As a reaction SMILES: CN1CCC(=C)CC1.BrC1C=C(NC(=O)C)C=C(C(F)(F)F)C=1.[N:24]1([CH2:30][CH2:31][CH2:32][C:33]2[CH:34]=[C:35]([NH:43][C:44](=[O:46])[CH3:45])[CH:36]=[C:37]([C:39]([F:42])([F:41])[F:40])[CH:38]=2)[CH2:29]CC[CH2:26][CH2:25]1>>[CH3:29][N:24]1[CH2:25][CH2:26][CH:32]([C:33]2[CH:34]=[C:35]([NH:43][C:44](=[O:46])[CH3:45])[CH:36]=[C:37]([C:39]([F:40])([F:41])[F:42])[CH:38]=2)[CH2:31][CH2:30]1. Procedure details: N-[3-(1-Methylpiperidin-4-yl)-5-trifluoromethyl-phenyl]-acetamide was prepared from 1-methyl-4-methylene-piperidine and N-(3-bromo-5-trifluoromethyl-phenyl)-acetamide similar to that described in the preparation of N-[3-(3-piperidin-1-yl-propyl)-5-trifluoromethyl-phenyl]-acetamide.